describe an organic reaction: reactants, conditions, products, and yield From a dataset of the Open Reaction Database (ORD), a public repository of structured organic reaction records. Reactants: CC(C)(CC=CC(=O)O)NC(=O)OC(C)(C)C, CCN(C(C)C)C(C)C, CCN=C=NCCCN(C)C, CNC(Cc1ccc2ccccc2c1)C(=O)N(C)CCc1ccccc1NS(C)(=O)=O, CN(C)C=O, CCOC(C)=O, ClCCl, Cl, On1nnc2cccnc21. Product: CN(CCc1ccccc1NS(C)(=O)=O)C(=O)C(Cc1ccc2ccccc2c1)N(C)C(=O)C=CCC(C)(C)NC(=O)OC(C)(C)C. Reaction SMILES: [C:1]([CH3:2])([CH3:3])([CH3:4])[O:5][C:6](=[O:7])[NH:8][C:9]([CH2:10][CH:11]=[CH:12][C:13](=[O:14])[OH:15])([CH3:16])[CH3:17].[CH2:71]([N:72]([CH:73]([CH3:74])[CH3:75])[CH:76]([CH3:77])[CH3:78])[CH3:79].[CH3:29][N:30]([CH3:31])[CH2:32][CH2:33][CH2:34][N:35]=[C:36]=[N:37][CH2:38][CH3:39].[CH3:40][S:41](=[O:42])(=[O:43])[NH:44][c:45]1[c:46]([CH2:51][CH2:52][N:53]([C:54]([CH:55]([CH2:56][c:57]2[cH:58][c:59]3[cH:60][cH:61][cH:62][cH:63][c:64]3[cH:65][cH:66]2)[NH:67][CH3:68])=[O:69])[CH3:70])[cH:47][cH:48][cH:49][cH:50]1.[CH3:80][N:81]([CH3:82])[CH:83]=[O:84].[CH3:88][CH2:89][O:90][C:91](=[O:92])[CH3:93].[Cl:85][CH2:86][Cl:87].[ClH:28].[OH:18][n:19]1[c:20]2[n:21][cH:22][cH:23][cH:24][c:25]2[n:26][n:27]1>>[C:1]([CH3:2])([CH3:3])([CH3:4])[O:5][C:6](=[O:7])[NH:8][C:9]([CH2:10][CH:11]=[CH:12][C:13](=[O:15])[N:67]([CH:55]([C:54]([N:53]([CH2:52][CH2:51][c:46]1[c:45]([NH:44][S:41]([CH3:40])(=[O:42])=[O:43])[cH:50][cH:49][cH:48][cH:47]1)[CH3:70])=[O:69])[CH2:56][c:57]1[cH:58][c:59]2[cH:60][cH:61][cH:62][cH:63][c:64]2[cH:65][cH:66]1)[CH3:68])([CH3:16])[CH3:17]. The reactants are N([C@@H](CCCNC(N[N+](=O)[O-])=N)C(=O)N[C@@H](CO)C(=O)N[C@@H](CCCCNS(=O)(=O)C1=CC=C(C)C=C1)C(=O)N[C@@H](CCC(O)=O)C(=O)O)C(=O)OCC1=CC=CC=C1 (Z-Arg(NO2)-Ser-Lys(Tos)-Glu-OH), C(C)(=O)O (acetic acid). The reagents and catalysts are [Pd] (palladium black). The solvent is O (water), O (water), CO (methanol). Conditions: time 36 hour. Yields the product N[C@@H](CCCNC(N)=N)C(=O)N[C@@H](CO)C(=O)N[C@@H](CCCCNS(=O)(=O)C1=CC=C(C)C=C1)C(=O)N[C@@H](CCC(O)=O)C(=O)O (H-Arg-Ser-Lys(Tos)-Glu-OH). RXN SMILES: [NH:1](C(OCC1C=CC=CC=1)=O)[C@H:2]([C:13]([NH:15][C@H:16]([C:19]([NH:21][C@H:22]([C:38]([NH:40][C@H:41]([C:47]([OH:49])=[O:48])[CH2:42][CH2:43][C:44](=[O:46])[OH:45])=[O:39])[CH2:23][CH2:24][CH2:25][CH2:26][NH:27][S:28]([C:31]1[CH:37]=[CH:36][C:34]([CH3:35])=[CH:33][CH:32]=1)(=[O:30])=[O:29])=[O:20])[CH2:17][OH:18])=[O:14])[CH2:3][CH2:4][CH2:5][NH:6][C:7](=[NH:12])[NH:8][N+]([O-])=O.C(O)(=O)C>CO.O.[Pd]>[NH2:1][C@H:2]([C:13]([NH:15][C@H:16]([C:19]([NH:21][C@H:22]([C:38]([NH:40][C@H:41]([C:47]([OH:49])=[O:48])[CH2:42][CH2:43][C:44](=[O:45])[OH:46])=[O:39])[CH2:23][CH2:24][CH2:25][CH2:26][NH:27][S:28]([C:31]1[CH:32]=[CH:33][C:34]([CH3:35])=[CH:36][CH:37]=1)(=[O:30])=[O:29])=[O:20])[CH2:17][OH:18])=[O:14])[CH2:3][CH2:4][CH2:5][NH:6][C:7](=[NH:8])[NH2:12]. Reported procedure: 2.00 Grams of Z-Arg(NO2)-Ser-Lys(Tos)-Glu-OH was suspended in a mixture of 30 ml of methanol with 30 ml of 50%-acetic acid and a small amount of palladium black was added thereto and the mixture was stirred for 36 hours under introducing hydrogen gas. After the reaction was completed, the catalyst was removed by filtration in vacuo, and the filtrate was distilled under a reduced pressure to obtain residue, then the residue was poured into water and was lyophilized. In 18 hours after the lyophili...